describe an organic reaction: reactants, conditions, products, and yield From a dataset of the Open Reaction Database (ORD), a public repository of structured organic reaction records. Reactants: CN(C)C=O, CC(CCCCCS(=O)(=O)[O-])=C(F)F, [Na+], O, O=C([O-])O, O=C(O)c1cc2ccccc2[nH]1. Product: CC(CCCCOC(=O)c1cc2ccccc2[nH]1)=C(F)F. Reaction SMILES: [CH3:1][N:2]([CH3:3])[CH:4]=[O:5].[F:6][C:7](=[C:8]([CH2:9][CH2:10][CH2:11][CH2:12][CH2:13][S:14]([O-:15])(=[O:16])=[O:17])[CH3:18])[F:19].[Na+:32].[OH2:37].[OH:33][C:34](=[O:35])[O-:36].[nH:20]1[c:21]([C:29](=[O:30])[OH:31])[cH:22][c:23]2[cH:24][cH:25][cH:26][cH:27][c:28]12>>[F:6][C:7](=[C:8]([CH2:9][CH2:10][CH2:11][CH2:12][O:31][C:29]([c:21]1[nH:20][c:28]2[c:23]([cH:22]1)[cH:24][cH:25][cH:26][cH:27]2)=[O:30])[CH3:18])[F:19]. Conditions: time 3 hour. Starting materials: CC(CO)[C@H]1CC[C@H]2C3=CC=C4C[C@H](C[C@@H]([C@]4(C)[C@H]3CC[C@]12C)OC(=O)OC)OC(=O)OC (20-methyl-1α,3β-bis(methoxycarbonyloxy)pregna-5,7-dien-21 -ol), C1(=CC=C(C=C1)S(=O)(=O)Cl)C (p-toluenesulfonyl chloride), ice water. Reported procedure: In 1 ml of pyridine was dissolved 81 mg of 20-methyl-1α,3β-bis(methoxycarbonyloxy)pregna-5,7-dien-21 -ol and, then, under ice-cooling, 70 mg of p-toluenesulfonyl chloride was added. The mixture was stirred at that temperature for 3 hours. The reaction mixture was then poured into ice water and extracted with diethyl ether. The extract was serially washed with aqueous copper sulfate solution, water, aqueous sodium hydrogen carbonate solution and aqueous sodium chloride solution, dried over anhydr... Yield: 73.1%. Reaction SMILES: [CH3:1][CH:2]([C@@H:5]1[C@:22]2([CH3:23])[C@H:8]([C:9]3[C@H:19]([CH2:20][CH2:21]2)[C@:17]2([CH3:18])[C:12]([CH2:13][C@@H:14]([O:29][C:30]([O:32][CH3:33])=[O:31])[CH2:15][C@@H:16]2[O:24][C:25]([O:27][CH3:28])=[O:26])=[CH:11][CH:10]=3)[CH2:7][CH2:6]1)[CH2:3][OH:4].[C:34]1([CH3:44])[CH:39]=[CH:38][C:37]([S:40](Cl)(=[O:42])=[O:41])=[CH:36][CH:35]=1>N1C=CC=CC=1>[CH3:1][CH:2]([C@@H:5]1[C@:22]2([CH3:23])[C@H:8]([C:9]3[C@H:19]([CH2:20][CH2:21]2)[C@:17]2([CH3:18])[C:12]([CH2:13][C@@H:14]([O:29][C:30]([O:32][CH3:33])=[O:31])[CH2:15][C@@H:16]2[O:24][C:25]([O:27][CH3:28])=[O:26])=[CH:11][CH:10]=3)[CH2:7][CH2:6]1)[CH2:3][O:4][S:40]([C:37]1[CH:38]=[CH:39][C:34]([CH3:44])=[CH:35][CH:36]=1)(=[O:42])=[O:41]. The solvent is N1=CC=CC=C1 (pyridine). Product: CC(COS(=O)(=O)C1=CC=C(C=C1)C)[C@H]1CC[C@H]2C3=CC=C4C[C@H](C[C@@H]([C@]4(C)[C@H]3CC[C@]12C)OC(=O)OC)OC(=O)OC (20-methyl-1α,3β-bis(methoxycarbonyloxy)-21-p-toluenesulfonyloxypregna-5,7-diene). The reactants are CC(C)[N-]C(C)C, CCOC(=O)CC1CCCCC1, O=C(c1ccc(F)cc1)c1ccc(F)cc1, [Li+], C1CCOC1. The product is CCOC(=O)C(C1CCCCC1)C(O)(c1ccc(F)cc1)c1ccc(F)cc1. As a reaction SMILES: [CH:1]([N-:2][CH:3]([CH3:4])[CH3:5])([CH3:6])[CH3:7].[CH:9]1([CH2:15][C:16](=[O:17])[O:18][CH2:19][CH3:20])[CH2:10][CH2:11][CH2:12][CH2:13][CH2:14]1.[F:21][c:22]1[cH:23][cH:24][c:25]([C:26](=[O:27])[c:28]2[cH:29][cH:30][c:31]([F:34])[cH:32][cH:33]2)[cH:35][cH:36]1.[Li+:8].[O:37]1[CH2:38][CH2:39][CH2:40][CH2:41]1>>[CH:9]1([CH:15]([C:16](=[O:17])[O:18][CH2:19][CH3:20])[C:26]([c:25]2[cH:24][cH:23][c:22]([F:21])[cH:36][cH:35]2)([OH:27])[c:28]2[cH:29][cH:30][c:31]([F:34])[cH:32][cH:33]2)[CH2:10][CH2:11][CH2:12][CH2:13][CH2:14]1. Reactants: FC(C=1C=C(C=C(C1)C(F)(F)F)[C@@H](C)O[C@@H]1[C@H]([C@@H](CC1)NC)C1=CC=C(C=C1)F)(F)F (1-(S)-(1-(R)-(3,5-bis(trifluoromethyl)phenyl)ethoxy)-2-(S)-(4-fluorophenyl)-3-(R)-(methylamino)cyclopentane), ClCCCC(=O)OC (methyl 4-chlorobutyrate), CCN(C(C)C)C(C)C (DIPEA), ClCCCC(=O)OC (methyl 4-chlorobutyrate), CCN(C(C)C)C(C)C (DIPEA). The reagents and catalysts are [I-].C(CCC)[N+](CCCC)(CCCC)CCCC (tetrabutylammonium iodide). Solvent: C(C)#N (acetonitrile). Conditions: temperature 50 celsius, time 60 hour. Product: FC(C=1C=C(C=C(C1)C(F)(F)F)[C@@H](C)O[C@@H]1[C@H]([C@@H](CC1)N(C)CCCC(=O)OC)C1=CC=C(C=C1)F)(F)F (1-(S)-(1-(R)-(3,5-Bis(trifluoromethyl)phenyl)ethoxy)-2-(S)-(4-fluorophenyl)-3-(R)-((3-methoxycarbonylpropyl)methylamino)-cyclopentane). RXN SMILES: [F:1][C:2]([F:31])([F:30])[C:3]1[CH:4]=[C:5]([C@H:13]([O:15][C@H:16]2[CH2:20][CH2:19][C@@H:18]([NH:21][CH3:22])[C@@H:17]2[C:23]2[CH:28]=[CH:27][C:26]([F:29])=[CH:25][CH:24]=2)[CH3:14])[CH:6]=[C:7]([C:9]([F:12])([F:11])[F:10])[CH:8]=1.Cl[CH2:33][CH2:34][CH2:35][C:36]([O:38][CH3:39])=[O:37].CCN(C(C)C)C(C)C>C(#N)C.[I-].C([N+](CCCC)(CCCC)CCCC)CCC>[F:12][C:9]([F:10])([F:11])[C:7]1[CH:6]=[C:5]([C@H:13]([O:15][C@H:16]2[CH2:20][CH2:19][C@@H:18]([N:21]([CH2:33][CH2:34][CH2:35][C:36]([O:38][CH3:39])=[O:37])[CH3:22])[C@@H:17]2[C:23]2[CH:28]=[CH:27][C:26]([F:29])=[CH:25][CH:24]=2)[CH3:14])[CH:4]=[C:3]([C:2]([F:1])([F:30])[F:31])[CH:8]=1 |f:4.5|. Procedure details: To a solution of 40 mg of 1-(S)-(1-(R)-(3,5-bis(trifluoromethyl)phenyl)ethoxy)-2-(S)-(4-fluorophenyl)-3-(R)-(methylamino)cyclopentane from Example 15 in 1 mL of acetonitrile was added 0.011 mL of methyl 4-chlorobutyrate and 0.046 mL of DIPEA. The reaction was heated at 50° C. for 24 hours, then an additional 0.022 mL of methyl 4-chlorobutyrate, 0.030 mL of DIPEA and 3 mg of tetrabutylammonium iodide were added and heating continued at 80° C. for 60 hours. The reaction was evaporated under a stre... Reactants: solution, ClC=1C=C(C=CC1S(=O)(=O)C)[C@H](C(=O)NC1=NN(C=C1)CC=1C=C(C(=O)Cl)C=CC1)CC1CCCC1 (3-{3-[2-(R)-(3-chloro-4-methanesulfonyl-phenyl)-3-cyclopentyl-propionylamino]-pyrazol-1-ylmethyl}-benzoyl chloride), ClC=1C=C(C=CC1S(=O)(=O)C)[C@H](C(=O)NC1=NN(C=C1)CC=1C=C(C(=O)N)C=CC1)CC1CCCC1 (3-{3-[2-(R)-(3-chloro-4-methanesulfonyl-phenyl)-3-cyclopentyl-propionylamino]-pyrazol-1-ylmethyl}-benzamide), NCC1CC1 (aminomethyl cyclopropane). Solvent: C(Cl)Cl (methylene chloride). Conditions: temperature 25 celsius, time 30 minute. Product: ClC=1C=C(C=CC1S(=O)(=O)C)[C@H](C(=O)NC1=NN(C=C1)CC=1C=C(C(=O)NCC2CC2)C=CC1)CC1CCCC1 (3-{3-[2-(R)-(3-chloro-4-methanesulfonyl-phenyl)-3-cyclopentyl-propionylamino]-pyrazol-1-ylmethyl}-N-cyclopropylmethyl-benzamide). Isolated yield 36.0%. RXN SMILES: [Cl:1][C:2]1[CH:3]=[C:4]([C@@H:12]([CH2:31][CH:32]2[CH2:36][CH2:35][CH2:34][CH2:33]2)[C:13]([NH:15][C:16]2[CH:20]=[CH:19][N:18]([CH2:21][C:22]3[CH:23]=[C:24]([CH:28]=[CH:29][CH:30]=3)[C:25](Cl)=[O:26])[N:17]=2)=[O:14])[CH:5]=[CH:6][C:7]=1[S:8]([CH3:11])(=[O:10])=[O:9].ClC1C=C([C@@H](CC2CCCC2)C(NC2C=CN(CC3C=[C:60]([CH:64]=[CH:65]C=3)[C:61]([NH2:63])=O)N=2)=O)C=CC=1S(C)(=O)=O.NCC1CC1>C(Cl)Cl>[Cl:1][C:2]1[CH:3]=[C:4]([C@@H:12]([CH2:31][CH:32]2[CH2:36][CH2:35][CH2:34][CH2:33]2)[C:13]([NH:15][C:16]2[CH:20]=[CH:19][N:18]([CH2:21][C:22]3[CH:23]=[C:24]([CH:28]=[CH:29][CH:30]=3)[C:25]([NH:63][CH2:61][CH:60]3[CH2:64][CH2:65]3)=[O:26])[N:17]=2)=[O:14])[CH:5]=[CH:6][C:7]=1[S:8]([CH3:11])(=[O:10])=[O:9]. Procedure: To a 0.166 M solution of crude 3-{3-[2-(R)-(3-chloro-4-methanesulfonyl-phenyl)-3-cyclopentyl-propionylamino]-pyrazol-1-ylmethyl}-benzoyl chloride in methylene chloride (prepared in example 63, 1.71 mL, 0.28 mmol) was added aminomethyl cyclopropane (20 mg, 0.28 mmol) and the reaction stirred at 25° C. for 30 min. The solution was diluted with methylene chloride (40 mL), washed with water (2×20 mL), saturated aqueous brine solution (2×20 mL), dried over magnesium sulfate and concentrated in vacuo ...